Dataset: the Open Reaction Database (ORD), a public repository of structured organic reaction records. Task: describe an organic reaction: reactants, conditions, products, and yield Reactants: C(C1=CC=CC=C1)(=O)NC1CCNCC1 (4-Benzamidopiperidine), C([O-])([O-])=O.[K+].[K+] (potassium carbonate), ClC=1C=C(C=CC1Cl)CCBr (2-(3,4-dichlorophenyl)ethyl bromide). Run at temperature 100 celsius. Yields the product ClC=1C=C(C=CC1Cl)CCN1CCC(CC1)NC(C1=CC=CC=C1)=O (1-[2-(3,4-Dichlorophenyl)ethyl]-4-benzamidopiperidine). The yield is 94.2%. As a reaction SMILES: [C:1]([NH:9][CH:10]1[CH2:15][CH2:14][NH:13][CH2:12][CH2:11]1)(=[O:8])[C:2]1[CH:7]=[CH:6][CH:5]=[CH:4][CH:3]=1.C(=O)([O-])[O-].[K+].[K+].[Cl:22][C:23]1[CH:24]=[C:25]([CH2:30][CH2:31]Br)[CH:26]=[CH:27][C:28]=1[Cl:29]>>[Cl:22][C:23]1[CH:24]=[C:25]([CH2:30][CH2:31][N:13]2[CH2:14][CH2:15][CH:10]([NH:9][C:1](=[O:8])[C:2]3[CH:3]=[CH:4][CH:5]=[CH:6][CH:7]=3)[CH2:11][CH2:12]2)[CH:26]=[CH:27][C:28]=1[Cl:29] |f:1.2.3|. Procedure: 4-Benzamidopiperidine (204 mg.) and anhydrous potassium carbonate (138 mg.) were intimately ground together and added to 2-(3,4-dichlorophenyl)ethyl bromide (254 mg.). The resulting paste was heated at 100° C. for 2 hours to give a hard solid. This was broken up, washed well with water and ether and dried to give the title compound (355 mg.). Recrystallisation from ethanolic hydrogen chloride and ether gave the hydrochloride (237 mg.), m.p. 286.0° C. (Found: C, 58.2; H, 5.8; N, 6.8. C20H22Cl2N2O...